Dataset: the Open Reaction Database (ORD), a public repository of structured organic reaction records. Task: describe an organic reaction: reactants, conditions, products, and yield Reactants: CCc1cc([N+](=O)[O-])ccc1N1C(=O)c2ccc(Cl)cc2C1=O, CCOC(C)=O, [H][H]. Product: CCc1cc(N)ccc1N1C(=O)c2ccc(Cl)cc2C1=O. Reaction SMILES: [CH2:1]([CH3:2])[c:3]1[c:4]([N:12]2[C:13](=[O:23])[c:14]3[c:15]([cH:18][c:19]([Cl:22])[cH:20][cH:21]3)[C:16]2=[O:17])[cH:5][cH:6][c:7]([N+:9]([O-:10])=[O:11])[cH:8]1.[CH3:26][CH2:27][O:28][C:29](=[O:30])[CH3:31].[H:24][H:25]>>[CH2:1]([CH3:2])[c:3]1[c:4]([N:12]2[C:13](=[O:23])[c:14]3[c:15]([cH:18][c:19]([Cl:22])[cH:20][cH:21]3)[C:16]2=[O:17])[cH:5][cH:6][c:7]([NH2:9])[cH:8]1. Starting materials: CC[Si](CC)(CC)B1OC(C)(C)C(C)(C)O1 (effective_coupling_partner), COC(=O)c2cc1ccccc1cc2OC(=O)C(C)(C)C (substrate). Reagents/catalysts: PCy3. Reaction conditions: temperature 80 celsius, time 8.5 hour. Yields the product CC[Si](CC)(CC)c2cc1ccccc1cc2C(=O)OC. Starting materials: NC1=NC=C(C=N1)C1=CC=C(C=C1)C12COC(CC1)(CC2)CC(=O)OC (methyl 2-(4-(4-(2-aminopyrimidin-5-yl)phenyl)-2-oxabicyclo[2.2.2]octan-1-yl)acetate), C(=S)(N1C(C=CC=C1)=O)N1C(C=CC=C1)=O (1,1′-thiocarbonyldipyridin-2(1H)-one), C1(CCC1)C(=O)NN (cyclobutanecarbohydrazide). Solvent: ClCCl (dichloromethane). Run at temperature 50 celsius. The product is C1(CCC1)C1=NN=C(S1)NC1=NC=C(C=N1)C1=CC=C(C=C1)C12COC(CC1)(CC2)CC(=O)O (2-(4-(4-(2-(5-cyclobutyl-1,3,4-thiadiazol-2-ylamino)pyrimidin-5-yl)phenyl)-2-oxabicyclo[2.2.2]octan-1-yl)acetic acid). Isolated yield 83.0%. RXN SMILES: [NH2:1][C:2]1[N:7]=[CH:6][C:5]([C:8]2[CH:13]=[CH:12][C:11]([C:14]34[CH2:21][CH2:20][C:17]([CH2:22][C:23]([O:25]C)=[O:24])([CH2:18][CH2:19]3)[O:16][CH2:15]4)=[CH:10][CH:9]=2)=[CH:4][N:3]=1.[C:27](N1C=CC=CC1=O)(N1C=CC=CC1=O)=[S:28].[CH:43]1([C:47]([NH:49][NH2:50])=O)[CH2:46][CH2:45][CH2:44]1>ClCCl>[CH:43]1([C:47]2[S:28][C:27]([NH:1][C:2]3[N:7]=[CH:6][C:5]([C:8]4[CH:9]=[CH:10][C:11]([C:14]56[CH2:21][CH2:20][C:17]([CH2:22][C:23]([OH:25])=[O:24])([CH2:18][CH2:19]5)[O:16][CH2:15]6)=[CH:12][CH:13]=4)=[CH:4][N:3]=3)=[N:50][N:49]=2)[CH2:46][CH2:45][CH2:44]1. Reported procedure: To a reaction vial containing methyl 2-(4-(4-(2-aminopyrimidin-5-yl)phenyl)-2-oxabicyclo[2.2.2]octan-1-yl)acetate (40 mg, 0.11 mmol) was added dichloromethane (1 ml) at room temperature. 1,1′-thiocarbonyldipyridin-2(1H)-one (29 mg, 0.12 mmol) was added and the resulting mixture was heated to 50° C. for overnight. The mixture was cool down to room temperature and cyclobutanecarbohydrazide (19 mg, 0.17 mmol) was then added and stirred at room temperature for another hour. The content was then conc... Starting materials: CCO, [OH-], [OH-], [Pd+2], CCC(COCc1ccccc1)COS(=O)(=O)c1ccc(C)cc1. Product: CCC(CO)COS(=O)(=O)c1ccc(C)cc1. Reaction SMILES: [CH3:28][CH2:29][OH:30].[OH-:25].[OH-:27].[Pd+2:26].[c:1]1([CH3:24])[cH:2][cH:3][c:4]([S:7](=[O:8])(=[O:9])[O:10][CH2:11][CH:12]([CH2:13][O:14][CH2:15][c:16]2[cH:17][cH:18][cH:19][cH:20][cH:21]2)[CH2:22][CH3:23])[cH:5][cH:6]1>>[c:1]1([CH3:24])[cH:2][cH:3][c:4]([S:7](=[O:8])(=[O:9])[O:10][CH2:11][CH:12]([CH2:13][OH:14])[CH2:22][CH3:23])[cH:5][cH:6]1. The reactants are ClC=1C=CC=2N(C(C3=C(N(C2N1)CC)N=CC(=C3)C=C)=O)C (2-chloro-5,11-dihydro-11-ethyl-5-methyl-8-vinyl-6H-dipyrido[3,2-b:2',3'-e][1,4]diazepin-6-one), [OH-].[Na+] (sodium hydroxide), OO (hydrogen peroxide), B.O1CCCC1 (borane tetrahydrofuran). The solvent is O1CCCC1 (tetrahydrofuran), O (water). Conditions: temperature 40 celsius. Product: ClC=1C=CC=2N(C(C3=C(N(C2N1)CC)N=CC(=C3)CCO)=O)C (2-chloro-5,11-dihydro-11-ethyl-8-(β-hydroxy)ethyl-5-methyl-6H-dipyrido[3,2-b:2',3'-e][1,4]diazepin-6-one), 2-chloro-5,11-dihydro-11-ethyl-8-(α-hydroxy)ethyyl-5-methyl-6H-dipyrido[3,2-b:2',3'-e][1,4]diazepin-6-one. Isolated yield 10.0%. Reaction SMILES: [Cl:1][C:2]1[CH:3]=[CH:4][C:5]2[N:6]([CH3:22])[C:7](=[O:21])[C:8]3[CH:18]=[C:17]([CH:19]=[CH2:20])[CH:16]=[N:15][C:9]=3[N:10]([CH2:13][CH3:14])[C:11]=2[N:12]=1.B.[O:24]1CCCC1.[OH-].[Na+].OO>O.O1CCCC1>[Cl:1][C:2]1[CH:3]=[CH:4][C:5]2[N:6]([CH3:22])[C:7](=[O:21])[C:8]3[CH:18]=[C:17]([CH2:19][CH2:20][OH:24])[CH:16]=[N:15][C:9]=3[N:10]([CH2:13][CH3:14])[C:11]=2[N:12]=1 |f:1.2,3.4|. Procedure details: The 2-chloro-5,11-dihydro-11-ethyl-5-methyl-8-vinyl-6H-dipyrido[3,2-b:2',3'-e][1,4]diazepin-6-one (1.40 g, 4.45 mmol) was dissolved tetrahydrofuran (20 mL) and treated with borane-tetrahydrofuran complex (1.0M in tetrahydrofuran, 8.9 mL, 8.9 mmol). After 2 hours the mixture was treated dropwise with water (5 mL). Then 15% aqueous sodium hydroxide (5 mL) and 30% aqueous hydrogen peroxide was added and the mixture was warmed to 40° C. for 2 hours. The cooled solution was extracted with dichloromet... Starting materials: P(Br)(Br)(Br)(Br)Br (Phosphorus pentabromide), OC1=NC=C(C(=O)O)C=C1 (6-hydroxynicotinic acid). Solvent: O (water). Product: BrC1=NC=C(C(=O)O)C=C1 (6-Bromonicotinic Acid). RXN SMILES: P(Br)(Br)(Br)(Br)[Br:2].O[C:8]1[CH:16]=[CH:15][C:11]([C:12]([OH:14])=[O:13])=[CH:10][N:9]=1>O>[Br:2][C:8]1[CH:16]=[CH:15][C:11]([C:12]([OH:14])=[O:13])=[CH:10][N:9]=1. Procedure details: Phosphorus pentabromide (18 g.) was added carefully to 6-hydroxynicotinic acid (4.17 g) and the resulting mixture was heated with stirring for about 1/4 hour at 70°-80° and then 1 hour at 120°. During the heating, the resulting dark red liquid solidified to a yellow mass. After cooling, the mass was added to iced water, and the resulting white precipitate of 6-bromonicotinic acid was filtered off, washed with water, and recrystallized from aqueous ethanol (yield 4g, m.p. 190°-195°). The compound... Reactants: C1=C(C=CC2=CC=CC=C12)B(O)O (2-naphthaleneboronic acid), BrC1=CC=C(C2=CC=CC=C12)Br (1,4-dibromonaphthalene), C1(=CC=CC=C1)C (toluene), C([O-])([O-])=O.[Na+].[Na+] (sodium carbonate). The reagents and catalysts are [Pd].C1(=CC=CC=C1)P(C1=CC=CC=C1)C1=CC=CC=C1.C1(=CC=CC=C1)P(C1=CC=CC=C1)C1=CC=CC=C1.C1(=CC=CC=C1)P(C1=CC=CC=C1)C1=CC=CC=C1.C1(=CC=CC=C1)P(C1=CC=CC=C1)C1=CC=CC=C1 (tetrakis(triphenylphosphine) palladium(0)). Solvent: C(OC)COC (dimethoxyethane). Reaction conditions: temperature 78 celsius, time 20 hour. Yields the product BrC1=CC=C(C2=CC=CC=C12)C1=CC2=CC=CC=C2C=C1 (4-bromo-1-(2-naphthyl)naphthalene). Yield: 25.3%. Reaction SMILES: [CH:1]1[C:10]2[C:5](=[CH:6][CH:7]=[CH:8][CH:9]=2)[CH:4]=[CH:3][C:2]=1B(O)O.Br[C:15]1[C:24]2[C:19](=[CH:20][CH:21]=[CH:22][CH:23]=2)[C:18]([Br:25])=[CH:17][CH:16]=1.C1(C)C=CC=CC=1.C(=O)([O-])[O-].[Na+].[Na+]>[Pd].C1(P(C2C=CC=CC=2)C2C=CC=CC=2)C=CC=CC=1.C1(P(C2C=CC=CC=2)C2C=CC=CC=2)C=CC=CC=1.C1(P(C2C=CC=CC=2)C2C=CC=CC=2)C=CC=CC=1.C1(P(C2C=CC=CC=2)C2C=CC=CC=2)C=CC=CC=1.C(COC)OC>[Br:25][C:18]1[C:19]2[C:24](=[CH:23][CH:22]=[CH:21][CH:20]=2)[C:15]([C:3]2[CH:2]=[CH:1][C:10]3[C:5](=[CH:6][CH:7]=[CH:8][CH:9]=3)[CH:4]=2)=[CH:16][CH:17]=1 |f:3.4.5,6.7.8.9.10|. Procedure details: Under an argon gas atmosphere, 121 g (700 mmol) of 2-naphthaleneboronic acid, 200.0 g (700 mmol) of 1,4-dibromonaphthalene, 16.2 g (13.4 mmol) of tetrakis(triphenylphosphine) palladium(0), 3.0L of toluene, 3.2L of dimethoxyethane and 1.60L of 2M sodium carbonate solution were mixed, and stirred for 20 hours at 78 degrees C. The reaction mixture experienced filtration to be subsequently cleansed by water and methanol. The obtained solid was added with toluene to be heat-dissolved. Insoluble matte... The reactants are C(C)(C)(C)NS(=O)(=O)C=1C(=CC=CC1)C1=CC(=C(C=C1)CN(C(CC=1SC=CC1)=O)CC1=CC=CC=C1)Cl (4′-{[benzyl-(2-thiophen-2-ylacetyl)amino]methyl}-3′-chloro-biphenyl-2-sulfonic acid t-butylamide), C1(=CC=CC=C1)OC (anisole). Run in FC(C(=O)O)(F)F (trifluoroacetic acid). Product: C(C1=CC=CC=C1)N(C(CC=1SC=CC1)=O)CC1=C(C=C(C=C1)C=1C(=CC=CC1)S(=O)(=O)N)Cl (4′-{[Benzyl-(2-thiophen-2-ylacetyl)amino]methyl}-3′-chlorobiphenyl-2-sulfonamide). Yield: 127516.5%. RXN SMILES: C([NH:5][S:6]([C:9]1[C:10]([C:15]2[CH:20]=[CH:19][C:18]([CH2:21][N:22]([CH2:31][C:32]3[CH:37]=[CH:36][CH:35]=[CH:34][CH:33]=3)[C:23](=[O:30])[CH2:24][C:25]3[S:26][CH:27]=[CH:28][CH:29]=3)=[C:17]([Cl:38])[CH:16]=2)=[CH:11][CH:12]=[CH:13][CH:14]=1)(=[O:8])=[O:7])(C)(C)C.C1(OC)C=CC=CC=1>FC(F)(F)C(O)=O>[CH2:31]([N:22]([CH2:21][C:18]1[CH:19]=[CH:20][C:15]([C:10]2[C:9]([S:6]([NH2:5])(=[O:8])=[O:7])=[CH:14][CH:13]=[CH:12][CH:11]=2)=[CH:16][C:17]=1[Cl:38])[C:23](=[O:30])[CH2:24][C:25]1[S:26][CH:27]=[CH:28][CH:29]=1)[C:32]1[CH:37]=[CH:36][CH:35]=[CH:34][CH:33]=1. Procedure details: 510 mg of 4′-{[benzyl-(2-thiophen-2-ylacetyl)amino]methyl}-3′-chloro-biphenyl-2-sulfonic acid t-butylamide and 110 μl of anisole are allowed to stand at RT for 18 h in 3 ml of trifluoroacetic acid. The volatile constituents are then removed in vacuo, the residue is taken up in 5 ml of toluene and volatile constituents are again removed in vacuo. 586 g of a colorless oil are obtained, which is used further without purification. The reactants are FC(C=1C=C(N)C=C(C1)C(F)(F)F)(F)F (3,5-bistrifluoromethylaniline), ClC=1C(=NC=CC1)C(=O)O (3-chloropicolinic acid), CCN=C=NCCCN(C)C.Cl (EDCI hydrochloride), C([O-])(O)=O.[Na+] (sodium bicarbonate). Reagents/catalysts: C=1C=CC2=C(C1)N=NN2O (HOBt). The solvent is N1=CC=CC=C1 (pyridine). Run at time 2 hour. The product is ClC=1C(=NC=CC1)C(=O)NC1=CC(=CC(=C1)C(F)(F)F)C(F)(F)F (3-chloro-N-(3,5-bistrifluoromethylphenyl)picolinamide). The yield is 91.5%. RXN SMILES: [F:1][C:2]([F:15])([F:14])[C:3]1[CH:4]=[C:5]([CH:7]=[C:8]([C:10]([F:13])([F:12])[F:11])[CH:9]=1)[NH2:6].[Cl:16][C:17]1[C:18]([C:23](O)=[O:24])=[N:19][CH:20]=[CH:21][CH:22]=1.CCN=C=NCCCN(C)C.Cl.C(=O)(O)[O-].[Na+]>C1C=CC2N(O)N=NC=2C=1.N1C=CC=CC=1>[Cl:16][C:17]1[C:18]([C:23]([NH:6][C:5]2[CH:4]=[C:3]([C:2]([F:14])([F:15])[F:1])[CH:9]=[C:8]([C:10]([F:11])([F:12])[F:13])[CH:7]=2)=[O:24])=[N:19][CH:20]=[CH:21][CH:22]=1 |f:2.3,4.5|. Reported procedure: A mixture of 1.15 g of 3,5-bistrifluoromethylaniline, 0.78 g of 3-chloropicolinic acid, 1.15 g of EDCI hydrochloride, 0.06 g of HOBt and 10 mL of pyridine was stirred at room temperature for 2 hours. A saturated aqueous sodium bicarbonate solution was poured to the reaction mixture, and the mixture was extracted with ethyl acetate. The organic layer was dried over anhydrous sodium sulfate and then concentrated under reduced pressure, and the resulting solid was washed with hexane and dried to ob... Reactants: TEA, C=1C=CC2=C(C1)N=NN2O (HOBT), Cl.Cl.O=C1CC2(CCNCC2)OC2=CC=C(C=C12)C1=NC=C(C(=O)N)C=C1 (6-(4-oxospiro[chroman-2,4′-piperidin]-6-yl)nicotinamide dihydrochloride), C(C)OC1=C(C(=CC(=C1)C(=O)O)OCC)C1=CC=C(C=C1)C(=O)OC (2,6-diethoxy-4′-(methoxycarbonyl)biphenyl-4-carboxylic acid), O (water). The solvent is CN(C)C=O (DMF). Conditions: time 3 day. Yields the product C(N)(=O)C=1C=CC(=NC1)C=1C=C2C(CC3(CCN(CC3)C(=O)C3=CC(=C(C(=C3)OCC)C3=CC=C(C=C3)C(=O)OC)OCC)OC2=CC1)=O (Methyl 4′-({6-(5-carbamoylpyridin-2-yl)-4-oxospiro[chroman-2,4′-piperidin]-1′-yl}carbonyl)-2′,6′-diethoxybiphenyl-4-carboxylate). As a reaction SMILES: C1C=CC2N(O)N=NC=2C=1.Cl.Cl.[O:13]=[C:14]1[C:28]2[C:23](=[CH:24][CH:25]=[C:26]([C:29]3[CH:37]=[CH:36][C:32]([C:33]([NH2:35])=[O:34])=[CH:31][N:30]=3)[CH:27]=2)[O:22][C:16]2([CH2:21][CH2:20][NH:19][CH2:18][CH2:17]2)[CH2:15]1.[CH2:38]([O:40][C:41]1[CH:46]=[C:45]([C:47](O)=[O:48])[CH:44]=[C:43]([O:50][CH2:51][CH3:52])[C:42]=1[C:53]1[CH:58]=[CH:57][C:56]([C:59]([O:61][CH3:62])=[O:60])=[CH:55][CH:54]=1)[CH3:39].O>CN(C=O)C>[C:33]([C:32]1[CH:36]=[CH:37][C:29]([C:26]2[CH:27]=[C:28]3[C:23](=[CH:24][CH:25]=2)[O:22][C:16]2([CH2:21][CH2:20][N:19]([C:47]([C:45]4[CH:44]=[C:43]([O:50][CH2:51][CH3:52])[C:42]([C:53]5[CH:58]=[CH:57][C:56]([C:59]([O:61][CH3:62])=[O:60])=[CH:55][CH:54]=5)=[C:41]([O:40][CH2:38][CH3:39])[CH:46]=4)=[O:48])[CH2:18][CH2:17]2)[CH2:15][C:14]3=[O:13])=[N:30][CH:31]=1)(=[O:34])[NH2:35] |f:1.2.3|. Procedure: TEA (0.657 ml, 4.71 mmol) was added to a stirred mixture of HOBT (313 mg, 2.04 mmol), WSCDI (361 mg, 1.89 mmol), 6-(4-oxospiro[chroman-2,4′-piperidin]-6-yl)nicotinamide dihydrochloride (2.61 g, 6.97 mmol) and 2,6-diethoxy-4′-(methoxycarbonyl)biphenyl-4-carboxylic acid (2.00 g, 5.81 mmol) in DMF (30 ml) and the mixture was stirred at room temperature for 3 days. The reaction mixture was poured into water (600 ml) and stirred for 30 min. The resulted precipitate was filtered, washed with water and...